This data is from the Open Reaction Database (ORD), a public repository of structured organic reaction records. The task is: describe an organic reaction: reactants, conditions, products, and yield Starting materials: C(C)(C)(C)OC(=O)N1CCC(CC1)CNS(=O)(=O)C1=C(C(=CC=C1Cl)[N+](=O)[O-])Cl (N-[(1-tert-butoxycarbonylpiperidin-4-yl)methyl]-2,6dichloro-3-nitrobenzenesulfonamide), [H-].[Na+] (NaH), O (water). Product: C(C)(C)(C)OC(=O)N1CCC(CC1)CNS(=O)(=O)C1=C(C(=CC=C1Cl)[N+](=O)[O-])O (N-[(1-tert-butoxycarbonylpiperidin4-yl)methyl]-6-chloro-2-hydroxy-3-nitrobenzenesulfonamide). The yield is 58.2%. Reaction SMILES: [C:1]([O:5][C:6]([N:8]1[CH2:13][CH2:12][CH:11]([CH2:14][NH:15][S:16]([C:19]2[C:24]([Cl:25])=[CH:23][CH:22]=[C:21]([N+:26]([O-:28])=[O:27])[C:20]=2Cl)(=[O:18])=[O:17])[CH2:10][CH2:9]1)=[O:7])([CH3:4])([CH3:3])[CH3:2].[H-].[Na+].[OH2:32]>>[C:1]([O:5][C:6]([N:8]1[CH2:13][CH2:12][CH:11]([CH2:14][NH:15][S:16]([C:19]2[C:24]([Cl:25])=[CH:23][CH:22]=[C:21]([N+:26]([O-:28])=[O:27])[C:20]=2[OH:32])(=[O:18])=[O:17])[CH2:10][CH2:9]1)=[O:7])([CH3:4])([CH3:3])[CH3:2] |f:1.2|. Procedure: Following the general hydrolysis procedure outlined in example 15, N-[(1-tert-butoxycarbonylpiperidin-4-yl)methyl]-2,6dichloro-3-nitrobenzenesulfonamide (800 mg, 1.89 mmol), 60% NaH (227 mg, 5.67 mmol) and water (41 μL, 2.27 mmol) were reacted to form the desired product (495 mg, 58%). EI-MS (m/z) 447.92, 449.84 (M−). The reactants are FC(C=1C=C(C=CC1)C1CNCCC1)(F)F (3-(3-trifluoromethylphenyl) piperidine), C(C)(C)N(CC)C(C)C (diisopropylethylamine), [I-].[K+] (potassium iodide), ClCCCCN1N=NC2=C1C=CC=C2 (1-(4-chlorobutyl)-1H-benzotriazole). Run in C(C)#N (acetonitrile). Reaction conditions: time 10 minute. Product: N1(N=NC2=C1C=CC=C2)CCCCN2CCC(CC2)C2=CC(=CC=C2)C(F)(F)F (N-(4-(1H-benzotriazole-1-yl)butyl)-4-(3-trifluoromethylphenyl)piperidine). Yield: 67.6%. Reaction SMILES: Cl[CH2:2][CH2:3][CH2:4][CH2:5][N:6]1[C:10]2[CH:11]=[CH:12][CH:13]=[CH:14][C:9]=2[N:8]=[N:7]1.[F:15][C:16]([F:30])([F:29])[C:17]1[CH:18]=[C:19]([CH:23]2[CH2:28][CH2:27]CN[CH2:24]2)[CH:20]=[CH:21][CH:22]=1.[CH:31]([N:34](C(C)C)CC)(C)C.[I-].[K+]>C(#N)C>[N:6]1([CH2:5][CH2:4][CH2:3][CH2:2][N:34]2[CH2:31][CH2:24][CH:23]([C:19]3[CH:20]=[CH:21][CH:22]=[C:17]([C:16]([F:15])([F:29])[F:30])[CH:18]=3)[CH2:28][CH2:27]2)[C:10]2[CH:11]=[CH:12][CH:13]=[CH:14][C:9]=2[N:8]=[N:7]1 |f:3.4|. Procedure details: 1-(4-chlorobutyl)-1H-benzotriazole (0.06 mol) was dissolved into 150 ml of acetonitrile, 4-(3-(3-trifluoromethylphenyl) piperidine (0.05 mol), diisopropylethylamine (0.2 mol) and potassium iodide (0.05 mol) were respectively added. The mixture was stirred for 10 min at ambient temperature, and then heated and refluxed to react for 15 hours. The mixture was cooled down to ambient temperature and filtered. The filtrate was concentrated to produce oily products, and treated by chromatography with n... Reactants: [C-]#N.[K+] (potassium cyanide), BrCCCCCC(=O)NCC(=O)OCC (N-(6-bromohexanoyl)-glycine, ethyl ester), ClCCl (dichloromethane). Run in C(C)O (ethanol). The product is C(#N)CCCCCC(=O)NCC(=O)OCC (N-(6-Cyanohexanoyl)glycine, ethyl ester). Yield: 99.0%. RXN SMILES: Br[CH2:2][CH2:3][CH2:4][CH2:5][CH2:6][C:7]([NH:9][CH2:10][C:11]([O:13][CH2:14][CH3:15])=[O:12])=[O:8].[C-:16]#[N:17].[K+].ClCCl>C(O)C>[C:16]([CH2:2][CH2:3][CH2:4][CH2:5][CH2:6][C:7]([NH:9][CH2:10][C:11]([O:13][CH2:14][CH3:15])=[O:12])=[O:8])#[N:17] |f:1.2|. Reported procedure: 23.73 g (84.7·10-3 mol) of N-(6-bromohexanoyl)-glycine, ethyl ester are dissolved in 200 ml of ethanol, and 6.5 g (0.1 mol) of powdered potassium cyanide are added. The reaction mixture is brought to the reflux point and stirred under reflux for 15 hours. After concentration of the mixture under reduced pressure, the residue is taken up with dichloromethane and the organic phase is washed with aqueous sodium chloride solution. The organic phase is dried and concentrated under reduced pressure to... Reaction SMILES: [C:64]1(=[O:70])[CH:65]=[CH:66][CH2:67][CH2:68][CH2:69]1.[C:71](=[O:72])([O-:73])[OH:74].[CH2:1]([c:2]1[cH:3][cH:4][cH:5][cH:6][cH:7]1)[O:8][c:9]1[cH:10][cH:11][c:12]([B:15]([OH:16])[OH:17])[cH:13][cH:14]1.[Na+:75].[O:77]1[CH2:78][CH2:79][O:80][CH2:81][CH2:82]1.[OH2:76].[cH:18]1[cH:19][cH:20][c:21]([P:22]([c:23]2[cH:24][cH:25][c:26]3[c:27]([cH:28][cH:29][cH:30][cH:31]3)[c:32]2-[c:33]2[c:34]3[c:35]([cH:36][cH:37][cH:38][cH:39]3)[cH:40][cH:41][c:42]2[P:43]([c:44]2[cH:45][cH:46][cH:47][cH:48][cH:49]2)[c:50]2[cH:51][cH:52][cH:53][cH:54][cH:55]2)[c:56]2[cH:57][cH:58][cH:59][cH:60][cH:61]2)[cH:62][cH:63]1>>[CH2:1]([c:2]1[cH:3][cH:4][cH:5][cH:6][cH:7]1)[O:8][c:9]1[cH:10][cH:11][c:12]([CH:66]2[CH2:65][C:64](=[O:70])[CH2:69][CH2:68][CH2:67]2)[cH:13][cH:14]1. Yields the product O=C1CCCC(c2ccc(OCc3ccccc3)cc2)C1. Starting materials: O=C1C=CCCC1, O=C([O-])O, OB(O)c1ccc(OCc2ccccc2)cc1, [Na+], C1COCCO1, O, c1ccc(P(c2ccccc2)c2ccc3ccccc3c2-c2c(P(c3ccccc3)c3ccccc3)ccc3ccccc23)cc1.